This data is from the Open Reaction Database (ORD), a public repository of structured organic reaction records. The task is: describe an organic reaction: reactants, conditions, products, and yield Reactants: BrC=1C=C2C=CC=NC2=CC1 (6-bromoquinoline), C[S-].[Na+] (sodium methyl mercaptide), BrCC(OC)OC (2-bromo-1,1-dimethoxyethane). Solvent: C(C)O (ethanol), CN(C(C)=O)C (N,N-dimethylacetamide). Reaction conditions: temperature 150 celsius. Product: COC(CSC=1C=C2C=CC=NC2=CC1)OC (6-[(2,2-dimethoxyethyl)thio]quinoline). As a reaction SMILES: Br[C:2]1[CH:3]=[C:4]2[C:9](=[CH:10][CH:11]=1)[N:8]=[CH:7][CH:6]=[CH:5]2.C[S-:13].[Na+].Br[CH2:16][CH:17]([O:20][CH3:21])[O:18][CH3:19]>CN(C)C(=O)C.C(O)C>[CH3:19][O:18][CH:17]([O:20][CH3:21])[CH2:16][S:13][C:2]1[CH:3]=[C:4]2[C:9](=[CH:10][CH:11]=1)[N:8]=[CH:7][CH:6]=[CH:5]2 |f:1.2|. Procedure details: To a solution of 6-bromoquinoline (0.832 g, 4.0 mmol) in N,N-dimethylacetamide (4.0 mL) was added sodium methyl mercaptide (0.841 g, 12.0 mmol). The reaction mixture was heated at 150° C. for 2 h. After cooling, 2-bromo-1,1-dimethoxyethane (1.41 mL, 12.0 mol) was then added, and the reaction mixture was diluted with ethanol (5 mL), and heated at 80° C. for 1 h. After the precipitated salt was isolated by filtration, the mother liquor was evaporated under reduced pressure. The residue was diluted... The reactants are NC1=C(C=C(C=C1)N1CCN(CCC1)C(=O)OC(C)(C)C)NS(=O)(=O)C1=CC=CC=C1 (N-{2-amino-5-(4-t-butyloxycarbonyl-1,4-diazepan-1-yl)-phenyl}benzenesulfonamide), C1=C(C=CC2=CC=CC=C12)S(=O)(=O)Cl (2-naphtylsulfonyl chloride). The product is Cl.N1(CCNCCC1)C1=CC(=C(C=C1)NS(=O)(=O)C1=CC2=CC=CC=C2C=C1)NS(=O)(=O)C1=CC=CC=C1 (N-{4-(1,4-diazepan-1-yl)-2-[(phenylsulfonyl)amino]phenyl}-2-naphthalenesulfonamide hydrochloride), light purple solid. Reaction SMILES: [NH2:1][C:2]1[CH:7]=[CH:6][C:5]([N:8]2[CH2:14][CH2:13][CH2:12][N:11](C(OC(C)(C)C)=O)[CH2:10][CH2:9]2)=[CH:4][C:3]=1[NH:22][S:23]([C:26]1[CH:31]=[CH:30][CH:29]=[CH:28][CH:27]=1)(=[O:25])=[O:24].[CH:32]1[C:41]2[C:36](=[CH:37][CH:38]=[CH:39][CH:40]=2)[CH:35]=[CH:34][C:33]=1[S:42]([Cl:45])(=[O:44])=[O:43]>>[ClH:45].[N:8]1([C:5]2[CH:6]=[CH:7][C:2]([NH:1][S:42]([C:33]3[CH:34]=[CH:35][C:36]4[C:41](=[CH:40][CH:39]=[CH:38][CH:37]=4)[CH:32]=3)(=[O:44])=[O:43])=[C:3]([NH:22][S:23]([C:26]3[CH:27]=[CH:28][CH:29]=[CH:30][CH:31]=3)(=[O:25])=[O:24])[CH:4]=2)[CH2:14][CH2:13][CH2:12][NH:11][CH2:10][CH2:9]1 |f:2.3|. Procedure details: N-{4-(1,4-diazepan-1-yl)-2-[(phenylsulfonyl)amino]phenyl}-2-naphthalenesulfonamide hydrochloride was synthesized from N-{2-amino-5-(4-t-butyloxycarbonyl-1,4-diazepan-1-yl)-phenyl}benzenesulfonamide (0.084 g, 0.19 mmol) and, 2-naphtylsulfonyl chloride (0.055 mL, 0.24 mmol) to give 67.8 mg of a light purple solid; Starting materials: C1COCCO1, COC(=O)c1ccc(N2CCC(c3cc(Cl)cc(Cl)c3)(C(F)(F)F)C2)cc1[N+](=O)[O-], Cl, [Na+], [OH-]. Yields the product O=C(O)c1ccc(N2CCC(c3cc(Cl)cc(Cl)c3)(C(F)(F)F)C2)cc1[N+](=O)[O-]. Reaction SMILES: [CH2:34]1[O:35][CH2:36][CH2:37][O:38][CH2:39]1.[Cl:1][c:2]1[cH:3][c:4]([C:9]2([C:27]([F:28])([F:29])[F:30])[CH2:10][N:11]([c:14]3[cH:15][c:16]([N+:24](=[O:25])[O-:26])[c:17]([C:18](=[O:19])[O:20][CH3:21])[cH:22][cH:23]3)[CH2:12][CH2:13]2)[cH:5][c:6]([Cl:8])[cH:7]1.[ClH:33].[Na+:32].[OH-:31]>>[Cl:1][c:2]1[cH:3][c:4]([C:9]2([C:27]([F:28])([F:29])[F:30])[CH2:10][N:11]([c:14]3[cH:15][c:16]([N+:24](=[O:25])[O-:26])[c:17]([C:18](=[O:19])[OH:20])[cH:22][cH:23]3)[CH2:12][CH2:13]2)[cH:5][c:6]([Cl:8])[cH:7]1. Reactants: CCCN(C(=O)OC(C)(C)C)n1c(CBr)c(C(=O)NC(c2cccc(F)c2)C2CCC2)c2cccc(F)c2c1=O, ClCCCl, O=C(O)C(F)(F)F. The product is CCCNn1c(CBr)c(C(=O)NC(c2cccc(F)c2)C2CCC2)c2cccc(F)c2c1=O. RXN SMILES: [C:1]([O:2][C:3](=[O:4])[N:7]([CH2:8][CH2:9][CH3:10])[n:11]1[c:12](=[O:39])[c:13]2[c:14]([F:38])[cH:15][cH:16][cH:17][c:18]2[c:19]([C:23]([NH:24][CH:25]([c:26]2[cH:27][c:28]([F:32])[cH:29][cH:30][cH:31]2)[CH:33]2[CH2:34][CH2:35][CH2:36]2)=[O:37])[c:20]1[CH2:21][Br:22])([CH3:5])([CH3:6])[CH3:40].[Cl:41][CH2:42][CH2:43][Cl:44].[OH:45][C:46]([C:47]([F:48])([F:49])[F:50])=[O:51]>>[NH:7]([CH2:8][CH2:9][CH3:10])[n:11]1[c:12](=[O:39])[c:13]2[c:14]([F:38])[cH:15][cH:16][cH:17][c:18]2[c:19]([C:23]([NH:24][CH:25]([c:26]2[cH:27][c:28]([F:32])[cH:29][cH:30][cH:31]2)[CH:33]2[CH2:34][CH2:35][CH2:36]2)=[O:37])[c:20]1[CH2:21][Br:22]. The reactants are CCn1nnc(C2OC(n3cnc4c(NC5CCC(NC(=O)OC(C)(C)C)CC5)nc(Cl)nc43)C(OC(C)=O)C2OC(C)=O)n1, CC(C)O, CCN(C(C)C)C(C)C, ClCCl, Clc1ccnc(Cl)n1, O=C(O)C(F)(F)F. The product is CCn1nnc(C2OC(n3cnc4c(NC5CCC(Nc6ccnc(Cl)n6)CC5)nc(Cl)nc43)C(OC(C)=O)C2OC(C)=O)n1. Reaction SMILES: [C:1]([CH3:2])(=[O:3])[O:4][CH:5]1[CH:6]([n:21]2[c:22]3[n:23][c:24]([Cl:45])[n:25][c:26]([NH:30][CH:31]4[CH2:32][CH2:33][CH:34]([NH:37][C:38]([O:39][C:40]([CH3:41])([CH3:42])[CH3:43])=[O:44])[CH2:35][CH2:36]4)[c:27]3[n:28][cH:29]2)[O:7][CH:8]([c:14]2[n:15][n:16][n:17]([CH2:19][CH3:20])[n:18]2)[CH:9]1[O:10][C:11]([CH3:12])=[O:13].[CH3:73][CH:74]([OH:75])[CH3:76].[CH:56]([N:57]([CH2:58][CH3:59])[CH:60]([CH3:61])[CH3:62])([CH3:63])[CH3:64].[Cl:46][CH2:47][Cl:48].[Cl:65][c:66]1[n:67][cH:68][cH:69][c:70]([Cl:72])[n:71]1.[F:49][C:50]([F:51])([F:52])[C:53]([OH:54])=[O:55]>>[C:1]([CH3:2])(=[O:3])[O:4][CH:5]1[CH:6]([n:21]2[c:22]3[n:23][c:24]([Cl:45])[n:25][c:26]([NH:30][CH:31]4[CH2:32][CH2:33][CH:34]([NH:37][c:70]5[cH:69][cH:68][n:67][c:66]([Cl:65])[n:71]5)[CH2:35][CH2:36]4)[c:27]3[n:28][cH:29]2)[O:7][CH:8]([c:14]2[n:15][n:16][n:17]([CH2:19][CH3:20])[n:18]2)[CH:9]1[O:10][C:11]([CH3:12])=[O:13]. Reactants: IC1=CC=C(C(=O)OCC)C=C1 (ethyl 4-iodobenzoate), C([O-])(O)=O.[Na+] (sodium bicarbonate), C(C=C)O (allyl alcohol). Reagents/catalysts: [Br-].C(CCC)[N+](CCCC)(CCCC)CCCC (tetrabutylammonium bromide), C(C)(=O)[O-].[Pd+2].C(C)(=O)[O-] (palladium acetate). Run in CN(C=O)C (dimethyl formamide). Run at time 42 hour. Yields the product C(C)OC(=O)C1=CC=C(C=C1)CCC=O (3-(4-ethoxycarbonylphenyl)-1-propanal). Yield: 92.3%. RXN SMILES: I[C:2]1[CH:12]=[CH:11][C:5]([C:6]([O:8][CH2:9][CH3:10])=[O:7])=[CH:4][CH:3]=1.C(=O)(O)[O-].[Na+].[CH2:18]([OH:21])[CH:19]=[CH2:20]>[Br-].C([N+](CCCC)(CCCC)CCCC)CCC.CN(C)C=O.C([O-])(=O)C.[Pd+2].C([O-])(=O)C>[CH2:9]([O:8][C:6]([C:5]1[CH:11]=[CH:12][C:2]([CH2:20][CH2:19][CH:18]=[O:21])=[CH:3][CH:4]=1)=[O:7])[CH3:10] |f:1.2,4.5,7.8.9|. Reported procedure: To a solution of 20 g (69.9 mmol) of ethyl 4-iodobenzoate, 0.47 g (2.1 mmol) of palladium acetate, 14.7 g (175 mmol) of sodium bicarbonate, and 22.5 g (70 mmol) of tetrabutylammonium bromide in 200 mL of dimethyl formamide were added, under nitrogen, 6.89 g (118.8 mmol) of allyl alcohol. The reaction mixture was stirred at room temperature for 42 hours. The dimethyl formamide was then removed by evaporation under reduced pressure and the residue was dissolved in 300 mL of ethyl acetate. This was... The reactants are [H][H] (hydrogen), 18, [N+](=O)([O-])C=1C=CC2=C(N3C(S2)=NCCC3)C1 (3,4-dihydro-7-nitro-2H-pyrimido[2,1-b]benzothiazole), N (ammonia). Reagents/catalysts: [Pd] (palladium-on-charcoal). Run in CO (methanol). The product is N=1CCCN2C1SC1=C2C=C(C=C1)N (3,4-dihydro-2H-pyrimido[2,1-b]benzothiazol-7-amine). RXN SMILES: [N+:1]([C:4]1[CH:5]=[CH:6][C:7]2[S:11][C:10]3=[N:12][CH2:13][CH2:14][CH2:15][N:9]3[C:8]=2[CH:16]=1)([O-])=O.N.[H][H]>[Pd].CO>[N:12]1[CH2:13][CH2:14][CH2:15][N:9]2[C:8]3[CH:16]=[C:4]([NH2:1])[CH:5]=[CH:6][C:7]=3[S:11][C:10]=12. Procedure details: A mixture of 18 parts of 3,4-dihydro-7-nitro-2H-pyrimido[2,1-b]benzothiazole and 240 parts of methanol, previously saturated with gaseous ammonia is hydrogenated at normal pressure and at room temperature with 5 parts of palladium-on-charcoal catalyst 5%. After the calculated amount of hydrogen is taken up, the catalyst is filtered off and the filtrate is evaporated. The residue is crystallized from 4-methyl-2-pentanone. The product is filtered off and dried, yielding 8.6 parts of 3,4-dihydro-2H... The reactants are C(C)OC(=O)C1=CN2C(CC(C3=C2C(C1=O)=CC(=C3Cl)F)=O)CC (8-chloro-9-fluoro-5-ethyl-6,7-dihydro-1,7-dioxo-1H,5H-benzo[ij]quinolizine-2-carboxylic acid ethyl ester). The solvent is Cl (hydrochloric acid), C(C)(=O)O (acetic acid). Conditions: time 3 hour. Yields the product ClC1=C(C=C2C(C(=CN3C(CC(C1=C23)=O)CC)C(=O)O)=O)F (8-chloro-9-fluoro-5-ethyl-6,7-dihydro-1,7-dioxo-1H,5H-benzo[ij]quinolizine-2-carboxylic acid). Yield: 74.8%. RXN SMILES: C([O:3][C:4]([C:6]1[C:15](=[O:16])[C:14]2=[CH:17][C:18]([F:21])=[C:19]([Cl:20])[C:12]3=[C:13]2[N:8]([CH:9]([CH2:23][CH3:24])[CH2:10][C:11]3=[O:22])[CH:7]=1)=[O:5])C>Cl.C(O)(=O)C>[Cl:20][C:19]1[C:12]2=[C:13]3[N:8]([CH:9]([CH2:23][CH3:24])[CH2:10][C:11]2=[O:22])[CH:7]=[C:6]([C:4]([OH:5])=[O:3])[C:15](=[O:16])[C:14]3=[CH:17][C:18]=1[F:21]. Procedure: 24.62 g (0.07 mole) of 8-chloro-9-fluoro-5-ethyl-6,7-dihydro-1,7-dioxo-1H,5H-benzo[ij]quinolizine-2-carboxylic acid ethyl ester was suspended in a mixture of 50 ml of concentrated hydrochloric acid and 200 ml of acetic acid, and this suspension was stirred at 110°-120° C. for 3 hours to hydrolyze the starting material. The resulting reaction solution was allowed to cool to room temperature. The precipitate which separated out was collected by filtration and washed with water to obtain 16.95 g (7...